From a dataset of the Open Reaction Database (ORD), a public repository of structured organic reaction records. describe an organic reaction: reactants, conditions, products, and yield Reactants: CCO, Cn1c(=O)n(C2CCC(OC3CCCCO3)CC2)c2nc(-n3cnc4ccc(F)cc43)nc(Cl)c21, O, Cc1ccc(S(=O)(=O)[O-])cc1, c1cc[nH+]cc1. The product is Cn1c(=O)n(C2CCC(O)CC2)c2nc(-n3cnc4ccc(F)cc43)nc(Cl)c21. RXN SMILES: [CH2:54]([OH:55])[CH3:56].[Cl:1][c:2]1[c:3]2[n:4]([CH3:35])[c:5](=[O:34])[n:6]([CH:21]3[CH2:22][CH2:23][CH:24]([O:27][CH:28]4[CH2:29][CH2:30][CH2:31][CH2:32][O:33]4)[CH2:25][CH2:26]3)[c:7]2[n:8][c:9](-[n:11]2[cH:12][n:13][c:14]3[c:15]2[cH:16][c:17]([F:20])[cH:18][cH:19]3)[n:10]1.[OH2:53].[c:36]1([CH3:37])[cH:38][cH:39][c:40]([S:41]([O-:42])(=[O:43])=[O:44])[cH:45][cH:46]1.[nH+:47]1[cH:48][cH:49][cH:50][cH:51][cH:52]1>>[Cl:1][c:2]1[c:3]2[n:4]([CH3:35])[c:5](=[O:34])[n:6]([CH:21]3[CH2:22][CH2:23][CH:24]([OH:27])[CH2:25][CH2:26]3)[c:7]2[n:8][c:9](-[n:11]2[cH:12][n:13][c:14]3[c:15]2[cH:16][c:17]([F:20])[cH:18][cH:19]3)[n:10]1. Starting materials: Ce(NO)3.6H2O, [Gd] (gadolinium), [Y] (yttrium), [Y] (yttrium), [Gd] (gadolinium), [Al] (aluminum), [Ga] (gallium), CC(CC(C)=O)=O (2,4-pentandione). The solvent is C(CO)O (ethylene glycol), COCCO (2-methoxyethanol), COC(C)O (methoxyethanol). The product is CC([O-])C.[Y+3].CC([O-])C.CC([O-])C (yttrium isopropoxide), CC([O-])C.[Al+3].CC([O-])C.CC([O-])C (aluminum isopropoxide), CC([O-])C.[Gd+3].CC([O-])C.CC([O-])C (gadolinium isopropoxide), CC([O-])C.[Ga+3].CC([O-])C.CC([O-])C (gallium isopropoxide). As a reaction SMILES: [Y:1].[Gd:2].[Al:3].[Ga:4].CC(=O)[CH2:7][C:8](=[O:10])[CH3:9]>COCCO.COC(O)C.C(O)CO>[CH3:7][CH:8]([CH3:9])[O-:10].[Y+3:1].[CH3:7][CH:8]([CH3:9])[O-:10].[CH3:7][CH:8]([CH3:9])[O-:10].[CH3:7][CH:8]([CH3:9])[O-:10].[Al+3:3].[CH3:7][CH:8]([CH3:9])[O-:10].[CH3:7][CH:8]([CH3:9])[O-:10].[CH3:7][CH:8]([CH3:9])[O-:10].[Gd+3:2].[CH3:7][CH:8]([CH3:9])[O-:10].[CH3:7][CH:8]([CH3:9])[O-:10].[CH3:7][CH:8]([CH3:9])[O-:10].[Ga+3:4].[CH3:7][CH:8]([CH3:9])[O-:10].[CH3:7][CH:8]([CH3:9])[O-:10] |f:8.9.10.11,12.13.14.15,16.17.18.19,20.21.22.23|. Reported procedure: Sol-gel libraries were deposited on silicon wafer substrates. Stock solutions of yttrium isopropoxide, aluminum isopropoxide, gadolinium isopropoxide and gallium isopropoxide were prepared in 2-methoxyethanol (0.25 M) refluxing under Argon for 8 hours. To each of the four stock solutions of yttrium, gadolinium, aluminum and gallium in methoxyethanol (0.25 M), 1 equivalent of 2,4-pentandione was added with stirring, followed by the addition of anhydrous ethylene glycol (15% v/v). The yttrium and ...